From a dataset of the Open Reaction Database (ORD), a public repository of structured organic reaction records. describe an organic reaction: reactants, conditions, products, and yield Starting materials: [Br-].C[P+](C1=CC=CC=C1)(C1=CC=CC=C1)C1=CC=CC=C1.[NH2-].[Na+] (methyltriphenylphosphoniumbromide sodium amide), C(C1=CC=CC=C1)OC1=C2C=3C(=C(N=CC3N(C2=CC=C1)S(=O)(=O)C1=CC=C(C)C=C1)C=O)COC (5-benzyloxy-4-methoxymethyl-9-tosyl-beta-carboline-3-carbaldehyde). Solvent: O1CCCC1 (tetrahydrofuran). The product is C(C1=CC=CC=C1)OC1=C2C=3C(=C(N=CC3N(C2=CC=C1)S(=O)(=O)C1=CC=C(C)C=C1)C=C)COC (5-benzyloxy-4-methoxymethyl-9-tosyl-3-vinyl-beta-carboline). The yield is 0.0%. RXN SMILES: [Br-].[CH3:2][P+](C1C=CC=CC=1)(C1C=CC=CC=1)C1C=CC=CC=1.[NH2-].[Na+].[CH2:24]([O:31][C:32]1[CH:44]=[CH:43][CH:42]=[C:41]2[C:33]=1[C:34]1[C:35]([CH2:57][O:58][CH3:59])=[C:36]([CH:55]=O)[N:37]=[CH:38][C:39]=1[N:40]2[S:45]([C:48]1[CH:54]=[CH:53][C:51]([CH3:52])=[CH:50][CH:49]=1)(=[O:47])=[O:46])[C:25]1[CH:30]=[CH:29][CH:28]=[CH:27][CH:26]=1>O1CCCC1>[CH2:24]([O:31][C:32]1[CH:44]=[CH:43][CH:42]=[C:41]2[C:33]=1[C:34]1[C:35]([CH2:57][O:58][CH3:59])=[C:36]([CH:55]=[CH2:2])[N:37]=[CH:38][C:39]=1[N:40]2[S:45]([C:48]1[CH:54]=[CH:53][C:51]([CH3:52])=[CH:50][CH:49]=1)(=[O:46])=[O:47])[C:25]1[CH:30]=[CH:29][CH:28]=[CH:27][CH:26]=1 |f:0.1.2.3|. Procedure details: 1.0 g of methyltriphenylphosphoniumbromide+sodium amide (condition-ylide) in 8 ml of absolute tetrahydrofuran is stirred at room temperature under argon for 15 minutes. To it is added 500 mg of 5-benzyloxy-4-methoxymethyl-9-tosyl-beta-carboline-3-carbaldehyde and the reaction mixture is refluxed for 4 hours. After evaporation of the solvent, the residue is chromatographed over silica gel with cyclohexane/acetic acid=8+2 as eluant. 0.153 mg of 5-benzyloxy-4-methoxymethyl-9-tosyl-3-vinyl-beta-carb... Starting materials: CSC=1N=C(NC(C1C#N)=O)CC1=CSC=C1 (4-(methylsulphanyl)-6-oxo-2-(3-thienylmethyl)-1,6-dihydropyrimidine-5-carbonitrile), CN1CCNCC1 (N-methylpiperazine). Yields the product CN1CCN(CC1)C=1N=C(NC(C1C#N)=O)CC1=CSC=C1 (4-(4-Methylpiperazin-1-yl)-6-oxo-2-(3-thienylmethyl)-1,6-dihydropyrimidine-5-carbonitrile). RXN SMILES: CS[C:3]1[N:4]=[C:5]([CH2:12][C:13]2[CH:17]=[CH:16][S:15][CH:14]=2)[NH:6][C:7](=[O:11])[C:8]=1[C:9]#[N:10].[CH3:18][N:19]1[CH2:24][CH2:23][NH:22][CH2:21][CH2:20]1>>[CH3:18][N:19]1[CH2:24][CH2:23][N:22]([C:3]2[N:4]=[C:5]([CH2:12][C:13]3[CH:17]=[CH:16][S:15][CH:14]=3)[NH:6][C:7](=[O:11])[C:8]=2[C:9]#[N:10])[CH2:21][CH2:20]1. Procedure details: In analogy to the preparation of Example 1, 100 mg (0.38 mmol) of 4-(methylsulphanyl)-6-oxo-2-(3-thienylmethyl)-1,6-dihydropyrimidine-5-carbonitrile are reacted with 380 mg (3.80 mmol) of N-methylpiperazine to give 36 mg (30% of theory) of the title compound. Reactants: C(C)N1C=C(C(C2=CC=C(C(=C12)OC)F)=O)C(=O)OCC (Ethyl 1-ethyl-1,4-dihydro-7-fluoro-8-methoxy-4-oxo-3-quinolinecarboxylate). Solvent: C(C)(=O)O.O.S(O)(O)(=O)=O (acetic acid water sulfuric acid). Product: C(C)N1C=C(C(C2=CC=C(C(=C12)OC)F)=O)C(=O)O (1-Ethyl-1,4-dihydro-7-fluoro-8-methoxy-4-oxo-3-quinolinecarboxylic acid). Reaction SMILES: [CH2:1]([N:3]1[C:12]2[C:7](=[CH:8][CH:9]=[C:10]([F:15])[C:11]=2[O:13][CH3:14])[C:6](=[O:16])[C:5]([C:17]([O:19]CC)=[O:18])=[CH:4]1)[CH3:2]>C(O)(=O)C.O.S(=O)(=O)(O)O>[CH2:1]([N:3]1[C:12]2[C:7](=[CH:8][CH:9]=[C:10]([F:15])[C:11]=2[O:13][CH3:14])[C:6](=[O:16])[C:5]([C:17]([OH:19])=[O:18])=[CH:4]1)[CH3:2] |f:1.2.3|. Reported procedure: Ethyl 1-ethyl-1,4-dihydro-7-fluoro-8-methoxy-4-oxo-3-quinolinecarboxylate (1.37 g, 4.7 mmol) is suspended in a mixture of acetic acid:water:sulfuric acid (8:6:1). The mixture is refluxed for 3 hours, and then cooled to room temperature. The crystals are filtered and rinsed with cold water. Starting materials: C=CC(C)=C (isoprene), C(C)OC(C(C(=O)OCC)=O)=O (diethylketomalonate). Reagents/catalysts: [I-].[Zn+2].[I-] (zinc iodide). Run at time 48 hour. Yields the product CC=1CC(OCC1)(C(=O)OCC)C(=O)OCC ((±)-diethyl 3,6-dihydro-4-methyl-2H-pyran-2,2-dicarboxylate). The yield is 3.5%. As a reaction SMILES: [CH2:1]=[CH:2][C:3](=[CH2:5])[CH3:4].[CH2:6]([O:8][C:9](=[O:17])[C:10](=[O:16])[C:11]([O:13][CH2:14][CH3:15])=[O:12])[CH3:7]>[I-].[Zn+2].[I-]>[CH3:5][C:3]1[CH2:4][C:10]([C:9]([O:8][CH2:6][CH3:7])=[O:17])([C:11]([O:13][CH2:14][CH3:15])=[O:12])[O:16][CH2:1][CH:2]=1 |f:2.3.4|. Procedure details: To 50 g (0.70 mol) isoprene was added 25 g (0.14 mol) diethylketomalonate and 0.78 g (2.4 mmol) zinc iodide. The reaction mixture was stirred at room temperature for 48 hours. The excess isoprene was removed under vacuum. Flash chromatography in 20:1 hexanes:ethyl acetate yielded 1.2 g of oil. The reactants are [BH3-]C#N, O=C([O-])O, CO, C[O-], CO, CC(=O)O, ClC(Cl)Cl, Cl, COc1cnc2ccc(=O)n(CCN3CCC(N)CC3)c2c1, [Na+], [Na+], [Na+], O=Cc1cccc(-c2ccsc2)n1. Yields the product Cl, COc1cnc2ccc(=O)n(CCN3CCC(NCc4cccc(-c5ccsc5)n4)CC3)c2c1. Reaction SMILES: [C:42]([BH3-:43])#[N:44].[C:46](=[O:47])([O-:48])[OH:49].[CH3:24][OH:25].[CH3:26][O-:27].[CH3:51][OH:52].[CH3:57][C:58](=[O:59])[OH:60].[CH:53]([Cl:54])([Cl:55])[Cl:56].[ClH:1].[NH2:2][CH:3]1[CH2:4][CH2:5][N:6]([CH2:9][CH2:10][n:11]2[c:12](=[O:23])[cH:13][cH:14][c:15]3[n:16][cH:17][c:18]([O:21][CH3:22])[cH:19][c:20]23)[CH2:7][CH2:8]1.[Na+:28].[Na+:45].[Na+:50].[s:29]1[cH:30][c:31](-[c:34]2[cH:35][cH:36][cH:37][c:38]([CH:40]=[O:41])[n:39]2)[cH:32][cH:33]1>>[ClH:1].[NH:2]([CH:3]1[CH2:4][CH2:5][N:6]([CH2:9][CH2:10][n:11]2[c:12](=[O:23])[cH:13][cH:14][c:15]3[n:16][cH:17][c:18]([O:21][CH3:22])[cH:19][c:20]23)[CH2:7][CH2:8]1)[CH2:40][c:38]1[cH:37][cH:36][cH:35][c:34](-[c:31]2[cH:30][s:29][cH:33][cH:32]2)[n:39]1.